This data is from the Open Reaction Database (ORD), a public repository of structured organic reaction records. The task is: describe an organic reaction: reactants, conditions, products, and yield The reactants are O=C([O-])[O-], CCCI, COc1ccc(C2CCCNC2)c2c1NC(=O)C2, CN(C)C=O, [K+], [K+], O. Yields the product CCCN1CCCC(c2ccc(OC)c3c2CC(=O)N3)C1. As a reaction SMILES: [C:19](=[O:20])([O-:21])[O-:22].[CH2:25]([CH2:26][CH3:27])[I:28].[CH3:1][O:2][c:3]1[cH:4][cH:5][c:6]([CH:13]2[CH2:14][NH:15][CH2:16][CH2:17][CH2:18]2)[c:7]2[c:11]1[NH:10][C:9](=[O:12])[CH2:8]2.[CH3:30][N:31]([CH3:32])[CH:33]=[O:34].[K+:23].[K+:24].[OH2:29]>>[CH3:1][O:2][c:3]1[cH:4][cH:5][c:6]([CH:13]2[CH2:14][N:15]([CH2:25][CH2:26][CH3:27])[CH2:16][CH2:17][CH2:18]2)[c:7]2[c:11]1[NH:10][C:9](=[O:12])[CH2:8]2. Reactants: C(C)(C)(C)N (tert-butylamine), ON1N=NC2=C1C=CC=C2 (1-hydroxybenzotriazole), Cl.CN(CCCN=C=NCC)C (3-dimethylaminopropyl-N'-ethylcarbodiimide hydrochloride), C1(=CC=CC=C1)N1CCN(CC1)CCCCC1=CNC2=CC=C(C=C12)C(=O)O (3-[4-(4-phenylpiperazino)butyl]indole-5-carboxylic acid), CN1CCOCC1 (N-methylmorpholine). Run in CN(C)C=O (DMF), CN(C)C=O (DMF), CN(C)C=O (DMF). Product: C(C)(C)(C)NC(=O)C=1C=C2C(=CNC2=CC1)CCCCN1CCN(CC1)C1=CC=CC=C1 (3-[4-(4-phenylpiperazino)butyl]indole-5-carboxylic acid N-tert-butylamide). As a reaction SMILES: [C:1]1([N:7]2[CH2:12][CH2:11][N:10]([CH2:13][CH2:14][CH2:15][CH2:16][C:17]3[C:25]4[C:20](=[CH:21][CH:22]=[C:23]([C:26]([OH:28])=O)[CH:24]=4)[NH:19][CH:18]=3)[CH2:9][CH2:8]2)[CH:6]=[CH:5][CH:4]=[CH:3][CH:2]=1.CN1CCOCC1.[C:36]([NH2:40])([CH3:39])([CH3:38])[CH3:37].ON1C2C=CC=CC=2N=N1.Cl.CN(C)CCCN=C=NCC>CN(C=O)C>[C:36]([NH:40][C:26]([C:23]1[CH:24]=[C:25]2[C:20](=[CH:21][CH:22]=1)[NH:19][CH:18]=[C:17]2[CH2:16][CH2:15][CH2:14][CH2:13][N:10]1[CH2:11][CH2:12][N:7]([C:1]2[CH:2]=[CH:3][CH:4]=[CH:5][CH:6]=2)[CH2:8][CH2:9]1)=[O:28])([CH3:39])([CH3:38])[CH3:37] |f:4.5|. Procedure: A solution of 3.74 g of 3-[4-(4-phenylpiperazino)butyl]indole-5-carboxylic acid in 500 ml of DMF is treated with 1.01 g of N-methylmorpholine. A solution of one equivalent of tert-butylamine in 5 ml of DMF, 1.35 g of 1-hydroxybenzotriazole and a solution of 1.92 g of N-(3-dimethylaminopropyl-N'-ethylcarbodiimide hydrochloride in 20 ml of DMF are added with stirring. The mixture is stirred for 16 hours at 20° and the filtrate is evaporated. After working up in a conventional manner, 3-[4-(4-pheny...